Task: describe an organic reaction: reactants, conditions, products, and yield. Dataset: the Open Reaction Database (ORD), a public repository of structured organic reaction records Starting materials: C(=O)(O)CN(CCCOCC1=CC=CC=C1)C(CN(CC(N(CCCOCC1=CC=CC=C1)CC(=O)O)COCC1=CC=CC=C1)CC(=O)O)COCC1=CC=CC=C1 (N4,N7,N10 -Triscarboxymethyl-1,13-bisbenzyloxy-5,9-bisbenzyloxymethyl-4,7,10-triazatridecane), C(=O)[O-].[NH4+] (ammonium formate). The reagents and catalysts are [Pd] (Palladium on carbon). Run in CO (methanol). Reaction conditions: time 16 hour. Yields the product C(=O)(O)CN(CCCO)C(CN(CC(N(CCCO)CC(=O)O)CO)CC(=O)O)CO (N4,N7,N10 -Triscarboxymethyl-1,13-bishydroxy-5,9-bishydroxymethyl-4,7,10-triazatridecane). As a reaction SMILES: [C:1]([CH2:4][N:5]([CH:17]([CH2:51][O:52]CC1C=CC=CC=1)[CH2:18][N:19]([CH2:47][C:48]([OH:50])=[O:49])[CH2:20][CH:21]([CH2:38][O:39]CC1C=CC=CC=1)[N:22]([CH2:34][C:35]([OH:37])=[O:36])[CH2:23][CH2:24][CH2:25][O:26]CC1C=CC=CC=1)[CH2:6][CH2:7][CH2:8][O:9]CC1C=CC=CC=1)([OH:3])=[O:2].C([O-])=O.[NH4+]>CO.[Pd]>[C:35]([CH2:34][N:22]([CH:21]([CH2:38][OH:39])[CH2:20][N:19]([CH2:47][C:48]([OH:50])=[O:49])[CH2:18][CH:17]([CH2:51][OH:52])[N:5]([CH2:4][C:1]([OH:3])=[O:2])[CH2:6][CH2:7][CH2:8][OH:9])[CH2:23][CH2:24][CH2:25][OH:26])([OH:37])=[O:36] |f:1.2|. Reported procedure: N4,N7,N10 -Triscarboxymethyl-1,13-bisbenzyloxy-5,9-bisbenzyloxymethyl-4,7,10-triazatridecane (0.30 g, 0.4 mmol) was dissolved in methanol (15 ml), 10% Palladium on carbon (0.3 g) and ammonium formate (0.1 g) were added and the mixture was kept at 0° C. for 16 hours. The catalyst was filtered off and washed with methanol (5 ml). The filtrate was evaporated and the title compound was isolated. as a white powder. Yield 0.14 g (95%). M.p. 173°-177° C. The structure was confirmed by 1H NMR and 13CNMR... The reactants are OC1=C(C=C(C(=O)OCC)C=C1)OC (ethyl 4-hydroxy-3-methoxybenzoate), C(=O)(OC(C)(C)C)NCCO (N-Boc ethanolamine), C1=CC=C(C=C1)P(C2=CC=CC=C2)C3=CC=CC=C3 (PPh3), CC(C)OC(=O)/N=N/C(=O)OC(C)C (DIAD), crude product. Run in C(=O)(C(F)(F)F)O (TFA), C1CCOC1 (THF), C(Cl)Cl (CH2Cl2). Run at time 2.5 hour. Product: COC=1C=C(C(=O)OCC)C=CC1OCCN (ethyl 3-methoxy-4-(2-aminoethoxy)benzoate). Isolated yield 91.2%. Reaction SMILES: [OH:1][C:2]1[CH:12]=[CH:11][C:5]([C:6]([O:8][CH2:9][CH3:10])=[O:7])=[CH:4][C:3]=1[O:13][CH3:14].C([NH:22][CH2:23][CH2:24]O)(OC(C)(C)C)=O.C1C=CC(P(C2C=CC=CC=2)C2C=CC=CC=2)=CC=1.CC(OC(/N=N/C(OC(C)C)=O)=O)C>C1COCC1.C(Cl)Cl.C(O)(C(F)(F)F)=O>[CH3:14][O:13][C:3]1[CH:4]=[C:5]([CH:11]=[CH:12][C:2]=1[O:1][CH2:24][CH2:23][NH2:22])[C:6]([O:8][CH2:9][CH3:10])=[O:7]. Procedure: To a stirred solution of ethyl 4-hydroxy-3-methoxybenzoate (1.46 g, 7.44 mmol), N-Boc ethanolamine (1.19 g, 7.38 mmol), PPh3 (2.53 g, 9.65 mmol) in THF (30 mL) was added DIAD (1.90 mL, 9.65 mmol), and the resulting mixture was then heated under reflux overnight. The mixture was evaporated to give a crude gum. The crude product was dissolved in CH2Cl2 (20 mL) and TFA (20 mL). The resulting mixture was stirred for 2.5 hr at room temp. The mixture was concentrated in vacuo and the residue was made ... Starting materials: [N+](=[N-])=C (diazomethane), CC1=CC2=C(O1)C=CC(=C2)C(C(=O)O)=O (2-methyl-5-benzo(b)furanylglyoxylic acid), [N+](=[N-])=C (diazomethane). The reagents and catalysts are C(C)(=O)O (acetic acid). The solvent is C(C)OCC (ethyl ether). Run at time 5 minute. Product: CC1=CC2=C(O1)C=CC(=C2)C(C(=O)OC)=O (methyl 2-methyl-5-benzo(b)furanylglyoxylate). RXN SMILES: [N+](=[CH2:3])=[N-].[CH3:4][C:5]1[O:9][C:8]2[CH:10]=[CH:11][C:12]([C:14](=[O:18])[C:15]([OH:17])=[O:16])=[CH:13][C:7]=2[CH:6]=1>C(OCC)C.C(O)(=O)C>[CH3:4][C:5]1[O:9][C:8]2[CH:10]=[CH:11][C:12]([C:14](=[O:18])[C:15]([O:17][CH3:3])=[O:16])=[CH:13][C:7]=2[CH:6]=1. Reported procedure: An ethereal solution of diazomethane is added in portions to a solution of 2-methyl-5-benzo(b)furanylglyoxylic acid in dry ethyl ether until the yellow color of diazomethane persists. The resulting mixture is stirred five minutes and a few drops of ethereal acetic acid added to consume the excess reagent. The ether solution is washed with water, dilute sodium bicarbonate solution, water again and dried over anhydrous magnesium sulfate. The ether is evaporated to obtain methyl 2-methyl-5-benzo(b)... Reactants: O (water), [OH-].[Na+] (sodium hydroxide), OO (hydrogen peroxide), C(C)(C)(C)OC(=O)N1C(OC[C@@H]1CC1(CC1)C=C)(C)C (3-tert-butoxycarbonyl-2,2-dimethyl-4(S)-[(1-vinylcyclopropyl)methyl]-1,3-oxazolidine). Run in O1CCCC1 (tetrahydrofuran). Reaction conditions: time 3 hour. Yields the product C(C)(C)(C)OC(=O)N1C(OC[C@@H]1CC1(CC1)CCO)(C)C (3-Tert-butoxycarbonyl-2,2-dimethyl-4(S)-[1-(2-hydroxyethyl)cyclopropylmethyl]-1,3-oxazolidine). As a reaction SMILES: [C:1]([O:5][C:6]([N:8]1[C@@H:12]([CH2:13][C:14]2([CH:17]=[CH2:18])[CH2:16][CH2:15]2)[CH2:11][O:10][C:9]1([CH3:20])[CH3:19])=[O:7])([CH3:4])([CH3:3])[CH3:2].[OH2:21].[OH-].[Na+].OO>O1CCCC1>[C:1]([O:5][C:6]([N:8]1[C@@H:12]([CH2:13][C:14]2([CH2:17][CH2:18][OH:21])[CH2:15][CH2:16]2)[CH2:11][O:10][C:9]1([CH3:20])[CH3:19])=[O:7])([CH3:4])([CH3:3])[CH3:2] |f:2.3|. Reported procedure: 2.5 ml of diborane-dimethylsulfide complex are added to 18.0 g of 3-tert-butoxycarbonyl-2,2-dimethyl-4(S)-[(1-vinylcyclopropyl)methyl]-1,3-oxazolidine, dissolved in 300 ml of tetrahydrofuran at 0° C. in the course of 3 minutes and the mixture is then stirred for 3 h, while cooling with ice. 5 ml of water, 16 ml of 2N sodium hydroxide solution and 8.5 ml of a 30% hydrogen peroxide solution are added in succession and the mixture is subsequently stirred at room temperature for 1 h. It is then dilu... Reactants: [N+](=O)([O-])C1=C(C=C(C=C1)OC)C=C1C(NC(N1)=O)=O (5-[(2-nitro-5-methoxyphenyl)methylene]-2,4-imidazolidinedione), CO (methanol), II (iodine). The reagents and catalysts are [Pd] (palladium on charcoal). Solvent: CN(C=O)C (dimethylformamide). Yields the product COC1=CC=2C=C3C(=NC2C=C1)NC(N3)=O (7-methoxy-1,3-dihydro-2H-imidazo[4,5-b]quinolin-2-one). Isolated yield 44.0%. Reaction SMILES: [N+:1]([C:4]1[CH:9]=[CH:8][C:7]([O:10][CH3:11])=[CH:6][C:5]=1[CH:12]=[C:13]1[NH:17][C:16](=[O:18])[NH:15][C:14]1=O)([O-])=O.CO.II>CN(C)C=O.[Pd]>[CH3:11][O:10][C:7]1[CH:8]=[CH:9][C:4]2[N:1]=[C:14]3[NH:15][C:16](=[O:18])[NH:17][C:13]3=[CH:12][C:5]=2[CH:6]=1. Procedure details: A solution of 5-[(2-nitro-5-methoxyphenyl)methylene]-2,4-imidazolidinedione (4.5 g, 17 mmol) in dimethylformamide (120 mL) was hydrogenated over 10% palladium on charcoal (0.45 g) at 60 psi. After 42 hours the mixture was filtered through infusorial earth and the solvent evaporated to leave a brown solid. A mixture of this material and methanol (150 mL) was heated to reflux and iodine (3.65 g, 14 mmol) introduced portionwise over 15 minutes. The reaction mixture was refluxed 45 minutes, cooled a... The reagents and catalysts are [Cl-].[Zn+2].[Cl-] (zinc(II) chloride). As a reaction SMILES: [CH2:1]([Mg]Cl)[C:2]([CH3:5])([CH3:4])[CH3:3].Br[C:9]1[CH:10]=[C:11]2[C:16](=[CH:17][CH:18]=1)[NH:15][C:14]([CH3:20])([CH3:19])[CH2:13][CH:12]2[NH2:21].O1CCCC1>[Cl-].[Zn+2].[Cl-]>[CH3:19][C:14]1([CH3:20])[CH2:13][CH:12]([NH2:21])[C:11]2[C:16](=[CH:17][CH:18]=[C:9]([CH2:1][C:2]([CH3:5])([CH3:4])[CH3:3])[CH:10]=2)[NH:15]1 |f:3.4.5|. The reactants are palladium tetrakistriphenylphosphine, BrC=1C=C2C(CC(NC2=CC1)(C)C)N (6-bromo-2,2-dimethyl-1,2,3,4-tetrahydroquinolin-4-amine), O1CCCC1 (tetrahydrofuran), C(C(C)(C)C)[Mg]Cl (neopentylmagnesium chloride). Reported procedure: To neopentylmagnesium chloride (1.65 ml, 1.65 mmol) was added zinc(II) chloride (2.19 ml, 1.10 mmol) dropwise—strong exotherm was observed. The resulting mixture stirred for 10 minutes. A solution of 6-bromo-2,2-dimethyl-1,2,3,4-tetrahydroquinolin-4-amine (0.0700 g, 0.274 mmol) in tetrahydrofuran (1.37 ml, 0.274 mmol) was then added followed by palladium tetrakistriphenylphosphine (0.0317 g, 0.0274 mmol). The reaction vessel was sealed and heated to 65 deg C. The reaction mixture was stirred for... Yields the product CC1(NC2=CC=C(C=C2C(C1)N)CC(C)(C)C)C (2,2-dimethyl-6-neopentyl-1,2,3,4-tetrahydroquinolin-4-amine). Conditions: time 10 minute. The reactants are ClC=1C=C(C(=O)Cl)C=CC1[N+](=O)[O-] (3-chloro-4-nitrobenzoyl chloride), N1N=NC=C1 (1,2,3-triazole), NC1=CC=CC=C1 (aniline), [O-]S(=O)S(=O)[O-].[Na+].[Na+] (Na2S2O4), ClC=1C=C(C=CC1C=1OC=CN1)[N+](=O)[O-] (3-chloro-4-(2-oxazolyl)nitrobenzene), C(=O)([O-])[O-].[K+].[K+] (K2CO3). Run in S1(=O)(=O)CCCC1 (sulfolane), C1CCOC1.O (THF H2O). The product is O1C(=NC=C1)C1=C(C=C(N)C=C1)Cl (4-(2-oxazolyl)-3-chloroaniline). As a reaction SMILES: ClC1C=C(C=CC=1[N+]([O-])=O)C(Cl)=O.N1C=CN=N1.C([O-])([O-])=O.[K+].[K+].[Cl:25][C:26]1[CH:27]=[C:28]([N+:37]([O-])=O)[CH:29]=[CH:30][C:31]=1[C:32]1[O:33][CH:34]=[CH:35][N:36]=1.NC1C=CC=CC=1.[O-]S(S([O-])=O)=O.[Na+].[Na+]>S1(CCCC1)(=O)=O.C1COCC1.O>[O:33]1[CH:34]=[CH:35][N:36]=[C:32]1[C:31]1[CH:30]=[CH:29][C:28]([NH2:37])=[CH:27][C:26]=1[Cl:25] |f:2.3.4,7.8.9,11.12|. Procedure: Following the procedure described in part E of Example 1 (R), (S)-α-[[2-[((1,1-dimethylethyl)dimethylsilyl)oxy]-2-[4-hydroxy-3-[(methylsulfonyl)amino]phenyl]ethyl]amino]-4-methoxybenzeneacetic acid was condensed with 3-chloro-4-(2-oxazolyl)aniline to generate the title compound. The 4-(2-oxazolyl)-3-chloroaniline was prepared by treating commercial 3-chloro-4-nitrobenzoyl chloride sequentially with 1,2,3-triazole at 140° C. in sulfolane containing K2CO3 to generate 3-chloro-4-(2-oxazolyl)nitrobe... Reactants: CC(=O)O, COc1ccc2c(c1)CNN=C2Cc1c(Cl)cncc1Cl, N#CO[K], N#N, [Na+], [OH-]. Product: COc1ccc2c(c1)CN(C(N)=O)N=C2Cc1c(Cl)cncc1Cl. As a reaction SMILES: [CH3:30][C:31](=[O:32])[OH:33].[Cl:1][c:2]1[cH:3][n:4][cH:5][c:6]([Cl:21])[c:7]1[CH2:8][C:9]1=[N:10][NH:11][CH2:12][c:13]2[cH:14][c:15]([O:19][CH3:20])[cH:16][cH:17][c:18]21.[K:24][O:25][C:26]#[N:27].[N:22]#[N:23].[Na+:29].[OH-:28]>>[Cl:1][c:2]1[cH:3][n:4][cH:5][c:6]([Cl:21])[c:7]1[CH2:8][C:9]1=[N:10][N:11]([C:26](=[O:25])[NH2:27])[CH2:12][c:13]2[cH:14][c:15]([O:19][CH3:20])[cH:16][cH:17][c:18]21. The reactants are BrC1=CC(=CC(=N1)N)C (6-bromo-4-methyl-pyridin-2-ylamine), ClCC=O (chloroacetaldehyde). The solvent is IMS. Conditions: temperature 100 celsius, time 18 hour. Yields the product BrC1=CC(=CC=2N1C=CN2)C (5-Bromo-7-methyl-imidazo[1,2-a]pyridine). The yield is 82.0%. Reaction SMILES: [Br:1][C:2]1[N:7]=[C:6]([NH2:8])[CH:5]=[C:4]([CH3:9])[CH:3]=1.Cl[CH2:11][CH:12]=O>>[Br:1][C:2]1[N:7]2[CH:11]=[CH:12][N:8]=[C:6]2[CH:5]=[C:4]([CH3:9])[CH:3]=1. Reported procedure: A mixture of 6-bromo-4-methyl-pyridin-2-ylamine (374 mg, 2.0 mmol) and chloroacetaldehyde (1 mL, 50 wt. % in water) in IMS (4 mL) was stirred at 100° C. in a sealed tube for 18 hours, then cooled to room temperature and loaded onto an Isolute® SCX-2 cartridge (10 g). The cartridge was washed with MeOH then the product was eluted with 2 M NH3 in MeOH. After the solvents were removed, the residue was purified by flash chromatography (Si—PPC, MeOH:DCM, gradient 0:100 to 5:95) to give 5-Bromo-7-meth...